Dataset: the Open Reaction Database (ORD), a public repository of structured organic reaction records. Task: describe an organic reaction: reactants, conditions, products, and yield Starting materials: C(N)(OCC=1N(C(=C(N1)C(C)C)SC1=CC(=CC(=C1)Cl)Cl)CC1=CC=NC=C1)=O (5-(3,5-dichlorophenylthio)-4-isopropyl-1-(4-pyridylmethyl)-1H-imidazol-2-ylmethyl carbamate), C(C1=CC=CC=C1)NCC1=CC=CC=C1 (dibenzylamine), C=O (paraformaldehyde). Solvent: C(C)(=O)OCC (ethyl acetate). Product: C(C1=CC=CC=C1)N(CC1=CC=CC=C1)CNC(OCC=1N(C(=C(N1)C(C)C)SC1=CC(=CC(=C1)Cl)Cl)CC1=CC=NC=C1)=O (5-(3,5-Dichlorophenylthio)-4-isopropyl-1-(4-pyridylmethyl)-1H-imidazol-2-ylmethyl dibenzylaminomethylcarbamate). Yield: 63.8%. Reaction SMILES: [C:1](=[O:29])([O:3][CH2:4][C:5]1[N:6]([CH2:22][C:23]2[CH:28]=[CH:27][N:26]=[CH:25][CH:24]=2)[C:7]([S:13][C:14]2[CH:19]=[C:18]([Cl:20])[CH:17]=[C:16]([Cl:21])[CH:15]=2)=[C:8]([CH:10]([CH3:12])[CH3:11])[N:9]=1)[NH2:2].[CH2:30]([NH:37][CH2:38][C:39]1[CH:44]=[CH:43][CH:42]=[CH:41][CH:40]=1)[C:31]1[CH:36]=[CH:35][CH:34]=[CH:33][CH:32]=1.[CH2:45]=O>C(OCC)(=O)C>[CH2:38]([N:37]([CH2:45][NH:2][C:1](=[O:29])[O:3][CH2:4][C:5]1[N:6]([CH2:22][C:23]2[CH:28]=[CH:27][N:26]=[CH:25][CH:24]=2)[C:7]([S:13][C:14]2[CH:15]=[C:16]([Cl:21])[CH:17]=[C:18]([Cl:20])[CH:19]=2)=[C:8]([CH:10]([CH3:12])[CH3:11])[N:9]=1)[CH2:30][C:31]1[CH:36]=[CH:35][CH:34]=[CH:33][CH:32]=1)[C:39]1[CH:44]=[CH:43][CH:42]=[CH:41][CH:40]=1. Reported procedure: A mixture of the compound 111 (306 mg, 0.7 mmol), dibenzylamine (138 mg, 0.7 mmol) and paraformaldehyde (22.0 mg., 0.733 mmol) in ethyl acetate (4 mL) was heated under reflux in an atmosphere of nitrogen for 8 hours. After cooling down at room temperature, the reaction mixture was purified by chromatography on a silica gel column (eluate: ethyl acetate) to give the compound 114 (295 mg, 64%). Rf 0.70 (EtOAc). 1H-NMR (CDCl3): δH1.31 (6 H, d, J 6.6 Hz, (CH3)2CH), 3.18 (1 H, sep, J 6.6 Hz, (CH3)2CH... Run in O1CCCC1 (tetrahydrofuran). The reactants are [H-].[Li+].[Al+3].[H-].[H-].[H-] (aluminum lithium hydride), C1(CC1)NC(CC1=CC=C(C=C1)F)=O (N-cyclopropyl-2-(4-fluorophenyl)acetamide), O (water), [OH-].[Na+] (sodium hydroxide), O (water). Conditions: time 8.5 hour. Reported procedure: To a suspension of aluminum lithium hydride (0.86 g) in tetrahydrofuran (46 mL) was slowly added dropwise N-cyclopropyl-2-(4-fluorophenyl)acetamide (the compound of Preparation Example 22) (2.17 g) on an iceth. After steirring at room temperature for 8.5 hours, water (0.85 mL), an aqueous solution of 5N sodium hydroxide (0.85 mL) and water (2.5 mL) were poured sequentially, and the solution was stirred at room temperature for 15 hours. The resulting insoluble matter was removed by filtration, th... Reaction SMILES: [H-].[Li+].[Al+3].[H-].[H-].[H-].[CH:7]1([NH:10][C:11](=O)[CH2:12][C:13]2[CH:18]=[CH:17][C:16]([F:19])=[CH:15][CH:14]=2)[CH2:9][CH2:8]1.O.[OH-].[Na+]>O1CCCC1>[CH:7]1([NH:10][CH2:11][CH2:12][C:13]2[CH:14]=[CH:15][C:16]([F:19])=[CH:17][CH:18]=2)[CH2:9][CH2:8]1 |f:0.1.2.3.4.5,8.9|. Product: C1(CC1)NCCC1=CC=C(C=C1)F (cyclopropyl-[2-(4-fluorophenyl)ethyl]amine).